From a dataset of the Open Reaction Database (ORD), a public repository of structured organic reaction records. describe an organic reaction: reactants, conditions, products, and yield Starting materials: Cl.CNCC1CCCC2=CC(=CC=C12)OC (1-((N-Methylamino)methyl)-6-methoxytetralin hydrochloride), C1(CCCCC1)N=C=NC1CCCCC1 (N,N'-dicyclohexylcarbodiimide), base, S1C(=CC=C1)CC(=O)O (thiopheneacetic acid), ON1N=NC2=C1C=CC=C2 (1-hydroxybenzotriazole). The solvent is O1CCCC1 (THF), O1CCCC1 (tetrahydrofuran). Reaction conditions: time 8 hour. The product is COC=1C=C2CCCC(C2=CC1)CN(C(CC=1SC=CC1)=O)C (N-(6-Methoxy-1,2,3,4-tetrahydro-1-naphthyl)methyl-N-methyl 2-thienylacetamide). Isolated yield 91.0%. Reaction SMILES: Cl.[CH3:2][NH:3][CH2:4][CH:5]1[C:14]2[C:9](=[CH:10][C:11]([O:15][CH3:16])=[CH:12][CH:13]=2)[CH2:8][CH2:7][CH2:6]1.[S:17]1[CH:21]=[CH:20][CH:19]=[C:18]1[CH2:22][C:23]([OH:25])=O.ON1C2C=CC=CC=2N=N1.C1(N=C=NC2CCCCC2)CCCCC1>O1CCCC1>[CH3:16][O:15][C:11]1[CH:10]=[C:9]2[C:14](=[CH:13][CH:12]=1)[CH:5]([CH2:4][N:3]([CH3:2])[C:23](=[O:25])[CH2:22][C:18]1[S:17][CH:21]=[CH:20][CH:19]=1)[CH2:6][CH2:7][CH2:8]2 |f:0.1|. Procedure details: The product from Example 3 was converted to the free base (6 g) and dissolved in dry tetrahydrofuran (THF) (125 ml). Then 2 thiopheneacetic acid (3.62 g) and 1-hydroxybenzotriazole (5.1 g) was added followed by the dropwise addition of N,N'-dicyclohexylcarbodiimide (DCC) 6.7 g in dry THF (50ml). The reaction was stirred at room temperature overnight, then filtered and evaporated to dryness. The oil was dissolved in EtOAc and upon standing precipitation occurred. This was filtered, and the filtra... Starting materials: C(OC1=CC=CC=C1)(OC1=CC=CC=C1)=O (diphenyl carbonate), ice, sodium tert-butylate, NC1=NC(=NC(=N1)OC)C (2-amino-4-methoxy-6-methyl-1,3,5-triazine), NS(=O)(=O)C1=C(C(=O)OC)C=CC(=C1)I (methyl 2-aminosulfonyl-4-iodobenzoate). Run in CC(=O)N(C)C (DMA), CC(=O)N(C)C (dimethylacetamide), CC(=O)N(C)C (DMA). Reaction conditions: time 15 minute. Product: COC1=NC(=NC(=N1)C)NC(=O)NS(=O)(=O)C1=C(C(=O)OC)C=CC(=C1)I (Methyl 2-[[[[(4-methoxy-6-methyl-1,3,5-triazin-2-yl)-amino]-carbonyl]-amino]-sulfonyl]-4-iodobenzoate). Yield: 55.4%. As a reaction SMILES: [NH2:1][C:2]1[N:7]=[C:6]([O:8][CH3:9])[N:5]=[C:4]([CH3:10])[N:3]=1.[C:11](=O)(OC1C=CC=CC=1)[O:12]C1C=CC=CC=1.[NH2:27][S:28]([C:31]1[CH:40]=[C:39]([I:41])[CH:38]=[CH:37][C:32]=1[C:33]([O:35][CH3:36])=[O:34])(=[O:30])=[O:29]>CC(N(C)C)=O>[CH3:9][O:8][C:6]1[N:5]=[C:4]([CH3:10])[N:3]=[C:2]([NH:1][C:11]([NH:27][S:28]([C:31]2[CH:40]=[C:39]([I:41])[CH:38]=[CH:37][C:32]=2[C:33]([O:35][CH3:36])=[O:34])(=[O:30])=[O:29])=[O:12])[N:7]=1. Procedure details: 0.96 g of sodium tert-butylate was added to a suspension of 1.05 g of 2-amino-4-methoxy-6-methyl-1,3,5-triazine in 20 ml of dimethylacetamide (DMA) at room temperature, with vigorous stirring, to form a first mixture. A solution of 1.12 g of diphenyl carbonate in 10 ml of DMA was then added to the first mixture, in the course of 7 minutes, while it was cooled in an ice bath, to form a second mixture. The second mixture was subsequently stirred for another 15 minutes while cooled in the ice bath,...